This data is from the Open Reaction Database (ORD), a public repository of structured organic reaction records. The task is: describe an organic reaction: reactants, conditions, products, and yield The reactants are C(CCCCC)O (1-hexanol), stainless steel, NC1=NC(=NC(=N1)C)OC (2-amino-4-methyl-6-methoxy-1,3,5-triazine), C(CCCCC)=O (1-hexanal). The reagents and catalysts are [Pd] (Pd). The product is C(CCCCC)NC1=NC(=NC(=N1)C)OC (2-n-hexylamino-4-methyl-6-methoxy-1,3,5-triazine). Yield: 67.0%. As a reaction SMILES: [NH2:1][C:2]1[N:7]=[C:6]([CH3:8])[N:5]=[C:4]([O:9][CH3:10])[N:3]=1.[CH:11](=O)[CH2:12][CH2:13][CH2:14][CH2:15][CH3:16].C(O)CCCCC>[Pd]>[CH2:11]([NH:1][C:2]1[N:7]=[C:6]([CH3:8])[N:5]=[C:4]([O:9][CH3:10])[N:3]=1)[CH2:12][CH2:13][CH2:14][CH2:15][CH3:16]. Reported procedure: A 38-mL stainless steel autoclave was charged with 1.40 g (10.0 mmol.) of 2-amino-4-methyl-6-methoxy-1,3,5-triazine, 204 mg of 5-% Pd-carried active carbon, 2.00 g (20.0 mmol.) of 1-hexanal and 15 mL of 1-hexanol. After the inside of the system was fully purged with a nitrogen gas, the reaction was conducted at a reaction temperature of 200° C. for twenty hours and under a hydrogen gas (initial pressure of 50 kg/cm2). After the completion of the reaction, unreacted starting materials were determ... The reactants are CC(C)(C)OC(=O)N1CCC(C(F)(F)F)CC1, CCOC(C)=O, O, O=[Ru]. The product is CC(C)(C)OC(=O)N1CCC(C(F)(F)F)CC1=O. RXN SMILES: [C:1]([CH3:2])([CH3:3])([CH3:4])[O:5][C:6](=[O:7])[N:8]1[CH2:9][CH2:10][CH:11]([C:14]([F:15])([F:16])[F:17])[CH2:12][CH2:13]1.[CH3:19][CH2:20][O:21][C:22](=[O:23])[CH3:24].[OH2:18].[Ru:25]=[O:26]>>[C:1]([CH3:2])([CH3:3])([CH3:4])[O:5][C:6](=[O:7])[N:8]1[C:9](=[O:18])[CH2:10][CH:11]([C:14]([F:15])([F:16])[F:17])[CH2:12][CH2:13]1.